This data is from the Open Reaction Database (ORD), a public repository of structured organic reaction records. The task is: describe an organic reaction: reactants, conditions, products, and yield The reactants are O=C([O-])[O-], CCCCP(C12CC3CC(CC(C3)C1)C2)C12CC3CC(CC(C3)C1)C2, CN1CCNCC1, CN1CCCC1=O, [Na+], [Na+], CC(=O)[O-], CC(=O)[O-], [Pd+2], CC(Nc1ncnc2[nH]cnc12)c1cc2cccc(Cl)c2c(=O)n1-c1ccccc1. Product: CC(Nc1ncnc2[nH]cnc12)c1cc2cccc(N3CCN(C)CC3)c2c(=O)n1-c1ccccc1. Reaction SMILES: [C:38](=[O:39])([O-:40])[O-:41].[C:44]12([P:45]([C:46]34[CH2:47][CH:48]5[CH2:49][CH:50]([CH2:51][CH:52]([CH2:53]5)[CH2:54]3)[CH2:55]4)[CH2:56][CH2:57][CH2:58][CH3:59])[CH2:60][CH:61]3[CH2:62][CH:63]([CH2:64][CH:65]([CH2:66]3)[CH2:67]1)[CH2:68]2.[CH3:31][N:32]1[CH2:33][CH2:34][NH:35][CH2:36][CH2:37]1.[CH3:69][N:70]1[CH2:71][CH2:72][CH2:73][C:74]1=[O:75].[Na+:42].[Na+:43].[O-:77][C:78]([CH3:79])=[O:80].[O-:81][C:82]([CH3:83])=[O:84].[Pd+2:76].[n:1]1[cH:2][n:3][c:4]2[nH:5][cH:6][n:7][c:8]2[c:9]1[NH:10][CH:11]([CH3:12])[c:13]1[n:14](-[c:25]2[cH:26][cH:27][cH:28][cH:29][cH:30]2)[c:15](=[O:24])[c:16]2[c:17]([Cl:23])[cH:18][cH:19][cH:20][c:21]2[cH:22]1>>[n:1]1[cH:2][n:3][c:4]2[nH:5][cH:6][n:7][c:8]2[c:9]1[NH:10][CH:11]([CH3:12])[c:13]1[n:14](-[c:25]2[cH:26][cH:27][cH:28][cH:29][cH:30]2)[c:15](=[O:24])[c:16]2[c:17]([N:35]3[CH2:34][CH2:33][N:32]([CH3:31])[CH2:37][CH2:36]3)[cH:18][cH:19][cH:20][c:21]2[cH:22]1. The reactants are [N+](=O)([O-])C1=CC(=C(C=C1)N1C(C=2C(C1=O)=CC(=CC2)Cl)=O)CI (N-(4-nitro-2-iodomethylphenyl)-4-chlorophthalimide), O1CCCC1 (tetrahydrofuran). The reagents and catalysts are C([O-])([O-])=O.[Ag+2] (silver carbonate). Solvent: C(C)O (ethanol). The product is C(C)OCC1=C(C=CC(=C1)[N+](=O)[O-])N1C(C=2C(C1=O)=CC(=CC2)Cl)=O (N-(2-ethoxymethyl-4-nitrophenyl)-4-chlorophthalimide). RXN SMILES: [N+:1]([C:4]1[CH:9]=[CH:8][C:7]([N:10]2[C:14](=[O:15])[C:13]3=[CH:16][C:17]([Cl:20])=[CH:18][CH:19]=[C:12]3[C:11]2=[O:21])=[C:6]([CH2:22]I)[CH:5]=1)([O-:3])=[O:2].[O:24]1CC[CH2:26][CH2:25]1>C(O)C.C(=O)([O-])[O-].[Ag+2]>[CH2:25]([O:24][CH2:22][C:6]1[CH:5]=[C:4]([N+:1]([O-:3])=[O:2])[CH:9]=[CH:8][C:7]=1[N:10]1[C:14](=[O:15])[C:13]2=[CH:16][C:17]([Cl:20])=[CH:18][CH:19]=[C:12]2[C:11]1=[O:21])[CH3:26] |f:3.4|. Procedure details: The starting material is prepared as follows: The solution of 2 g of N-(4-nitro-2-iodomethylphenyl)-4-chlorophthalimide in 25 ml of tetrahydrofuran and 25 ml of ethanol, is stirred with 8.7 g of freshly prepared silver carbonate for 20 hours, with protection from light. The mixture is filtered and the filtrate evaporated, to yield the N-(2-ethoxymethyl-4-nitrophenyl)-4-chlorophthalimide. The reactants are C(C1=CC=CC=C1)(C1=CC=CC=C1)N1CC(C1)=COC (1-benzhydryl-3-methoxymethylene-azetidine), C([O-])(O)=O.[Na+] (sodium bicarbonate). Solvent: O1CCCC1 (tetrahydrofuran), Cl (hydrogen chloride). The product is C(C1=CC=CC=C1)(C1=CC=CC=C1)N1CC(C1)CC=O ((1-Benzhydryl-azetidin-3-yl)-acetaldehyde). RXN SMILES: [CH:1]([N:14]1[CH2:17][C:16](=[CH:18]OC)[CH2:15]1)([C:8]1[CH:13]=[CH:12][CH:11]=[CH:10][CH:9]=1)[C:2]1[CH:7]=[CH:6][CH:5]=[CH:4][CH:3]=1.[C:21](=O)(O)[O-:22].[Na+]>O1CCCC1.Cl>[CH:1]([N:14]1[CH2:17][CH:16]([CH2:18][CH:21]=[O:22])[CH2:15]1)([C:2]1[CH:3]=[CH:4][CH:5]=[CH:6][CH:7]=1)[C:8]1[CH:13]=[CH:12][CH:11]=[CH:10][CH:9]=1 |f:1.2|. Reported procedure: A solution of 1-benzhydryl-3-methoxymethylene-azetidine (0.19 g, 0.88 mmol) in tetrahydrofuran (20 mL) and 1N hydrogen chloride (10 mL) was refluxed overnight. The mixture was neutralized with saturated sodium bicarbonate and extracted with methylene chloride (3×50 mL). The combined organic extracts were washed with water (3×50 mL), dried over anhydrous sodium sulfate, filtered and concentrated in vacuum to afford 0.17 g of the title compound as a light yellow oil. Starting materials: C(C)(=O)N1C(C(C2=CC=C(C=C12)C(=O)OC)=C(C1=CC=CC=C1)OCC)=O (1-acetyl-3-(1-ethoxy-1-phenylmethylene)-6-methoxycarbonyl-2-indolinone), CN(CCN(C1=CC=C(C=C1)N)S(=O)(=O)C)C (N-(2-dimethylamino-ethyl)-N-methylsulphonyl-p-phenylenediamine). Yields the product CN(CCN(S(=O)(=O)C)C1=CC=C(N\C(\C2=CC=CC=C2)=C\2/C(NC3=CC(=CC=C23)C(=O)OC)=O)C=C1)C (3-Z-[1-(4-(N-(2-dimethylamino-ethyl)-N-methylsulphonyl-amino)-anilino)-1-phenyl-methylene]-6-methoxycarbonyl-2-indolinone). As a reaction SMILES: C([N:4]1[C:12]2[C:7](=[CH:8][CH:9]=[C:10]([C:13]([O:15][CH3:16])=[O:14])[CH:11]=2)[C:6](=[C:17](OCC)[C:18]2[CH:23]=[CH:22][CH:21]=[CH:20][CH:19]=2)[C:5]1=[O:27])(=O)C.[CH3:28][N:29]([CH3:44])[CH2:30][CH2:31][N:32]([S:40]([CH3:43])(=[O:42])=[O:41])[C:33]1[CH:38]=[CH:37][C:36]([NH2:39])=[CH:35][CH:34]=1>>[CH3:28][N:29]([CH3:44])[CH2:30][CH2:31][N:32]([C:33]1[CH:34]=[CH:35][C:36]([NH:39]/[C:17](=[C:6]2\[C:5](=[O:27])[NH:4][C:12]3[C:7]\2=[CH:8][CH:9]=[C:10]([C:13]([O:15][CH3:16])=[O:14])[CH:11]=3)/[C:18]2[CH:23]=[CH:22][CH:21]=[CH:20][CH:19]=2)=[CH:37][CH:38]=1)[S:40]([CH3:43])(=[O:42])=[O:41]. Procedure: Prepared from 1-acetyl-3-(1-ethoxy-1-phenylmethylene)-6-methoxycarbonyl-2-indolinone and N-(2-dimethylamino-ethyl)-N-methylsulphonyl-p-phenylenediamine Rf value: 0.6 (silica gel, methylene chloride/methanol=5:1) C28H30N4O5S